Dataset: the Open Reaction Database (ORD), a public repository of structured organic reaction records. Task: describe an organic reaction: reactants, conditions, products, and yield The reactants are CC(C)CC(O)C(CC1CCCCC1)NC(=O)OC(C)(C)C, O=C(O)C(F)(F)F. Product: CC(C)CC(O)C(N)CC1CCCCC1. As a reaction SMILES: [C:1]([O:2][C:3](=[O:4])[NH:8][CH:9]([CH2:10][CH:11]1[CH2:12][CH2:13][CH2:14][CH2:15][CH2:16]1)[CH:17]([CH2:18][CH:19]([CH3:20])[CH3:21])[OH:22])([CH3:5])([CH3:6])[CH3:7].[OH:23][C:24]([C:25]([F:26])([F:27])[F:28])=[O:29]>>[NH2:8][CH:9]([CH2:10][CH:11]1[CH2:12][CH2:13][CH2:14][CH2:15][CH2:16]1)[CH:17]([CH2:18][CH:19]([CH3:20])[CH3:21])[OH:22]. Starting materials: CCOc1cc2ncc(C#N)c(O)c2cc1[N+](=O)[O-], CCCCCC, O=P(Cl)(Cl)Cl. Yields the product CCOc1cc2ncc(C#N)c(Cl)c2cc1[N+](=O)[O-]. As a reaction SMILES: [CH2:1]([CH3:2])[O:3][c:4]1[c:5]([N+:17](=[O:18])[O-:19])[cH:6][c:7]2[c:8]([OH:16])[c:9]([C:14]#[N:15])[cH:10][n:11][c:12]2[cH:13]1.[CH3:25][CH2:26][CH2:27][CH2:28][CH2:29][CH3:30].[P:20]([Cl:21])([Cl:22])([Cl:23])=[O:24]>>[CH2:1]([CH3:2])[O:3][c:4]1[c:5]([N+:17](=[O:18])[O-:19])[cH:6][c:7]2[c:8]([Cl:22])[c:9]([C:14]#[N:15])[cH:10][n:11][c:12]2[cH:13]1. Reactants: C(CC(O)(C(=O)O)CC(=O)O)(=O)O (citric acid), C(C)(C)(C)OC(=O)NCCOC1=C(C(=O)OC)C=CC(=C1)F (methyl 2-(2-tert-butoxycarbonylaminoethoxy)-4-fluorobenzoate), C1CCOC1 (THF), [OH-].[Li+] (lithium hydroxide). Run in [Cl-].[Na+].O (brine), CO (MeOH). Reaction conditions: time 48 hour. The product is C(C)(C)(C)OC(=O)NCCOC1=C(C(=O)O)C=CC(=C1)F (2-(2-tert-Butoxycarbonylaminoethoxy)-4-fluorobenzoic acid). Isolated yield 97.8%. RXN SMILES: [C:1]([O:5][C:6]([NH:8][CH2:9][CH2:10][O:11][C:12]1[CH:21]=[C:20]([F:22])[CH:19]=[CH:18][C:13]=1[C:14]([O:16]C)=[O:15])=[O:7])([CH3:4])([CH3:3])[CH3:2].C1COCC1.[OH-].[Li+].C(O)(=O)CC(CC(O)=O)(C(O)=O)O>[Cl-].[Na+].O.CO>[C:1]([O:5][C:6]([NH:8][CH2:9][CH2:10][O:11][C:12]1[CH:21]=[C:20]([F:22])[CH:19]=[CH:18][C:13]=1[C:14]([OH:16])=[O:15])=[O:7])([CH3:4])([CH3:2])[CH3:3] |f:2.3,5.6.7|. Reported procedure: A mixture of methyl 2-(2-tert-butoxycarbonylaminoethoxy)-4-fluorobenzoate (4.2 g, 13.4 mmol), THF (100 mL), and MeOH (50 mL) was treated with 1 M lithium hydroxide (16 mL) and stirred for 48 hours at ambient temperature. The reaction was acidified with 10% aqueous citric acid (50 mL), diluted with brine (100 mL), and extracted with EtOAc (3×100 mL). The combined organic layers were dried over MgSO4 and concentrated to give 3.93 g (13.1 mmol, 98%) of a white solid. Product: CCC(CC)c1cc(C)nc2c(-c3sccc3Cl)c(C)nn12. RXN SMILES: [Br:1][c:2]1[s:3][cH:4][cH:5][c:6]1[Cl:7].[CH2:25]1[O:26][CH2:27][CH2:28][CH2:29]1.[CH2:8]([CH3:9])[CH:10]([CH2:11][CH3:12])[c:13]1[cH:14][c:15]([CH3:24])[n:16][c:17]2[n:18]1[n:19][c:20]([CH3:23])[c:21]2[I:22].[Zn:30]>>[c:2]1(-[c:21]2[c:17]3[n:16][c:15]([CH3:24])[cH:14][c:13]([CH:10]([CH2:8][CH3:9])[CH2:11][CH3:12])[n:18]3[n:19][c:20]2[CH3:23])[s:3][cH:4][cH:5][c:6]1[Cl:7]. The reactants are Clc1ccsc1Br, C1CCOC1, CCC(CC)c1cc(C)nc2c(I)c(C)nn12, [Zn]. Reactants: Cl (hydrochloric acid), P(OC)(OC)[O-] (dimethyl phosphite), CC1=CC=C(C=O)C=C1 (p-methylbenzaldehyde). Reaction conditions: time 30 minute. Product: O[C@H](C1=CC=C(C=C1)C)P(OC)(OC)=O (dimethyl (S)-hydroxy(p-methylphenyl)methylphosphonate), final product. Yield: 82.0%. Reaction SMILES: [P:1]([O-:6])([O:4][CH3:5])[O:2][CH3:3].[CH3:7][C:8]1[CH:15]=[CH:14][C:11]([CH:12]=[O:13])=[CH:10][CH:9]=1.Cl>>[OH:13][C@@H:12]([P:1](=[O:6])([O:4][CH3:5])[O:2][CH3:3])[C:11]1[CH:14]=[CH:15][C:8]([CH3:7])=[CH:9][CH:10]=1. Procedure details: The solution of ALB in tetrahydrofuran (0.1M, 0.40 ml) obtained in Example 1 was concentrated at room temperature for 1 hour under reduced pressure, then 0.4 ml of toluene was added thereto under an argon atmosphere. To this solution was added dimethyl phosphite (37 μl, 0.40 mmol) at room temperature. After stirring at room temperature for 30 minutes, the reaction vessel was cooled to -40° C., and it was maintained at this temperature for 15 minutes. Then p-methylbenzaldehyde (0.40 mmol) was add... The reactants are FC1=CC=C(C=C1)C=CC(=O)C=1SC=CC1 (3-(4-Fluorophenyl)-1-(2-thienyl)-2-propen-1-one), O.NN (hydrazine hydrate). The solvent is C(C)O (ethanol). Product: FC1=CC=C(C=C1)C1C=C(NN1)C=1SC=CC1 (5-(4-fluorophenyl)-3-(2-thienyl)-pyrazoline). Isolated yield 97.0%. Reaction SMILES: [F:1][C:2]1[CH:7]=[CH:6][C:5]([CH:8]=[CH:9][C:10]([C:12]2[S:13][CH:14]=[CH:15][CH:16]=2)=O)=[CH:4][CH:3]=1.O.[NH2:18][NH2:19]>C(O)C>[F:1][C:2]1[CH:7]=[CH:6][C:5]([CH:8]2[NH:19][NH:18][C:10]([C:12]3[S:13][CH:14]=[CH:15][CH:16]=3)=[CH:9]2)=[CH:4][CH:3]=1 |f:1.2|. Reported procedure: 3-(4-Fluorophenyl)-1-(2-thienyl)-2-propen-1-one (3.5 g, 15 mM) and hydrazine hydrate (1.5 g, 30 mM) were added to ethanol (30 ml) and heated under reflux for 3 hours. After the mixture was allowed to cool to room temperature, the solvent was distilled off to obtain 3.6 g (98%) of the desired 5-(4-fluorophenyl)-3-(2-thienyl)-pyrazoline in the form of a pale-yellow oil, nD20=1.6364.